Dataset: the Open Reaction Database (ORD), a public repository of structured organic reaction records. Task: describe an organic reaction: reactants, conditions, products, and yield Reactants: CC(C)O, [Cl-], N#Cc1cnc2ccc3c(c2c1Cl)CCS3(=O)=O, [NH4+], O, COc1cc(N)cc(O)c1. Product: COc1cc(O)cc(Nc2c(C#N)cnc3ccc4c(c23)CCS4(=O)=O)c1. Reaction SMILES: [CH:32]([OH:33])([CH3:34])[CH3:35].[Cl-:30].[Cl:1][c:2]1[c:3]([C:17]#[N:18])[cH:4][n:5][c:6]2[cH:7][cH:8][c:9]3[c:10]([c:11]12)[CH2:12][CH2:13][S:14]3(=[O:15])=[O:16].[NH4+:31].[OH2:29].[OH:19][c:20]1[cH:21][c:22]([NH2:23])[cH:24][c:25]([O:27][CH3:28])[cH:26]1>>[c:2]1([NH:23][c:22]2[cH:21][c:20]([OH:19])[cH:26][c:25]([O:27][CH3:28])[cH:24]2)[c:3]([C:17]#[N:18])[cH:4][n:5][c:6]2[cH:7][cH:8][c:9]3[c:10]([c:11]12)[CH2:12][CH2:13][S:14]3(=[O:15])=[O:16]. Procedure: By using 1,2,3,6-tetrahydropyridine (960.2 mg) as a starting material, the title compound (855 mg) was obtained in the same manners as those of Reference Example 1, (1) and Reference Example 19, (3). Product: N1(CCC=CC1)CCNC (2-(3,6-dihydropyridin-1(2H)-yl)-N-methylethanamine). Reactants: N1CCC=CC1 (1,2,3,6-tetrahydropyridine), NC[C@H]1N(CCC1)CC ((S)-(−)-2-aminomethyl-1-ethylpyrrolidine), ( 3 ). RXN SMILES: [NH:1]1[CH2:6][CH:5]=[CH:4][CH2:3][CH2:2]1.N[CH2:8][C@@H:9]1CC[CH2:11][N:10]1CC>>[N:1]1([CH2:8][CH2:9][NH:10][CH3:11])[CH2:2][CH:3]=[CH:4][CH2:5][CH2:6]1. The reactants are C1=CC=C(C=C1)P(C2=CC=CC=C2)C3=CC=CC=C3 (PPh3), BrC1=C(OC=C1)C=O (3-bromofuran-2-carbaldehyde), C1(=CC=CC=C1)B(O)O (phenylboronic acid), C([O-])([O-])=O.[K+].[K+] (potassium carbonate). Reagents/catalysts: C=1C=CC(=CC1)/C=C/C(=O)/C=C/C2=CC=CC=C2.C=1C=CC(=CC1)/C=C/C(=O)/C=C/C2=CC=CC=C2.C=1C=CC(=CC1)/C=C/C(=O)/C=C/C2=CC=CC=C2.[Pd].[Pd] (Pd2(dba)3). Run in COCCOC (1,2-dimethoxyethane). Run at temperature 80 celsius, time 20 minute. Product: C1(=CC=CC=C1)C1=C(OC=C1)C=O (3-Phenylfuran-2-carbaldehyde). Yield: 107.4%. RXN SMILES: Br[C:2]1[CH:6]=[CH:5][O:4][C:3]=1[CH:7]=[O:8].[C:9]1(B(O)O)[CH:14]=[CH:13][CH:12]=[CH:11][CH:10]=1.C(=O)([O-])[O-].[K+].[K+].C1C=CC(P(C2C=CC=CC=2)C2C=CC=CC=2)=CC=1>COCCOC.C1C=CC(/C=C/C(/C=C/C2C=CC=CC=2)=O)=CC=1.C1C=CC(/C=C/C(/C=C/C2C=CC=CC=2)=O)=CC=1.C1C=CC(/C=C/C(/C=C/C2C=CC=CC=2)=O)=CC=1.[Pd].[Pd]>[C:9]1([C:2]2[CH:6]=[CH:5][O:4][C:3]=2[CH:7]=[O:8])[CH:14]=[CH:13][CH:12]=[CH:11][CH:10]=1 |f:2.3.4,7.8.9.10.11|. Procedure details: Prepare a mixture of 3-bromofuran-2-carbaldehyde (381 mg, 2.19 mmol), phenylboronic acid (534 mg, 4.38 mmol), and 2M potassium carbonate (3.28 mL, 6.57 mmol) in 1,2-dimethoxyethane (20 mL). Bubble nitrogen into this mixture for 20 minutes. Add Pd2(dba)3 (68 mg, 0.06 mmol) and PPh3 (68 mg, 0.26 mmol) and purge the mixture with nitrogen for an additional 10 minutes. Then heat the mixture to 80° C. After 24 hours, evaporate the solvent and redissolve the residue in ethyl acetate. Extract the aqueou... Reactants: O=[N+]([O-])c1cc(Br)cnc1Cl, CCOC(=O)C1CCCN1. The product is CCOC(=O)C1CCCN1c1ncc(Br)cc1[N+](=O)[O-]. Reaction SMILES: [Br:1][c:2]1[cH:3][c:4]([N+:9](=[O:10])[O-:11])[c:5]([Cl:8])[n:6][cH:7]1.[NH:12]1[CH:13]([C:17](=[O:18])[O:19][CH2:20][CH3:21])[CH2:14][CH2:15][CH2:16]1>>[Br:1][c:2]1[cH:3][c:4]([N+:9](=[O:10])[O-:11])[c:5]([N:12]2[CH:13]([C:17](=[O:18])[O:19][CH2:20][CH3:21])[CH2:14][CH2:15][CH2:16]2)[n:6][cH:7]1.